From a dataset of the Open Reaction Database (ORD), a public repository of structured organic reaction records. describe an organic reaction: reactants, conditions, products, and yield Reactants: C(C)[C@]12[C@H](CC[C@H]2[C@H]2[C@H](CC1)[C@H]1CCC(C=C1CC2)=O)O (13-ethyl-17β-hydroxygon-4-en-3-one), C(C)(=O)OC(C)=O (acetic anhydride), C(C)(=O)Cl (acetyl chloride). Solvent: N1=CC=CC=C1 (pyridine). Product: C(C)(=O)OC1=CC2=CC[C@@H]3[C@H](CC[C@@]4(C(CC[C@@H]34)OC(C)=O)CC)[C@H]2CC1 (3,17-diacetoxy-13-ethylgona-3,5-diene). As a reaction SMILES: [CH2:1]([C@:3]12[CH2:11][CH2:10][C@@H:9]3[C@@H:12]4[C:17]([CH2:18][CH2:19][C@H:8]3[C@@H:7]1[CH2:6][CH2:5][C@@H:4]2[OH:21])=[CH:16][C:15](=[O:20])[CH2:14][CH2:13]4)[CH3:2].[C:22](OC(=O)C)(=[O:24])[CH3:23].[C:29](Cl)(=[O:31])[CH3:30]>N1C=CC=CC=1>[C:22]([O:20][C:15]1[CH2:14][CH2:13][C@H:12]2[C:17](=[CH:18][CH2:19][C@H:8]3[C@H:7]4[C@@:3]([CH2:1][CH3:2])([CH:4]([O:21][C:29](=[O:31])[CH3:30])[CH2:5][CH2:6]4)[CH2:11][CH2:10][C@@H:9]32)[CH:16]=1)(=[O:24])[CH3:23]. Procedure details: Reflux dl-13-ethyl-17β-hydroxygon-4-en-3-one (3.0 g) with acetic anhydride (45 cc), acetyl chloride (24 cc) and pyridine (2.4 cc) for three hours. Take to dryness under reduced pressure and partition the residue between benzene-ether and water. Triturate the crude product with hot ether to obtain dl-3,17-diacetoxy-13-ethylgona-3,5-diene (3.125 g), m.p. 148°-156°; λ max. KBr 5.68, 5.78, 6.0, 6.11 μ; λ max. EtOh 238 mμ (ε19,500).